From a dataset of the Open Reaction Database (ORD), a public repository of structured organic reaction records. describe an organic reaction: reactants, conditions, products, and yield Reactants: BrC=1C=C2C=C(C(=NC2=CC1)Cl)C1=CC=CC=C1 (6-bromo-2-chloro-3-phenylquinoline), BrC=1C=C2C=C(C(=NC2=CC1)Cl)C1=CC=CC=C1 (6-bromo-2-chloro-3-phenylquinoline), ClC1=CC=C(C=C1)C(=O)C1=CN=CN1C (5-[(4-chlorophenyl)carbonyl]-1-methyl-1H-imidazole), ClC1=CC=C(C=C1)C(=O)C1=CN=CN1C (5-[(4-chlorophenyl)carbonyl]-1-methyl-1H-imidazole), [Li]CCCC (n-BuLi), hexanes. The solvent is O1CCCC1 (tetrahydrofuran), O1CCCC1 (tetrahydrofuran). Reaction conditions: temperature -78 celsius, time 45 minute. Product: ClC1=NC2=CC=C(C=C2C=C1C1=CC=CC=C1)C(O)(C1=CN=CN1C)C1=CC=C(C=C1)Cl ((2-Chloro-3-phenylquinolin-6-yl)(4-chlorophenyl)(1-methyl-1H-imidazol-5-yl)methanol). RXN SMILES: Br[C:2]1[CH:3]=[C:4]2[C:9](=[CH:10][CH:11]=1)[N:8]=[C:7]([Cl:12])[C:6]([C:13]1[CH:18]=[CH:17][CH:16]=[CH:15][CH:14]=1)=[CH:5]2.[Li]CCCC.[Cl:24][C:25]1[CH:30]=[CH:29][C:28]([C:31]([C:33]2[N:37]([CH3:38])[CH:36]=[N:35][CH:34]=2)=[O:32])=[CH:27][CH:26]=1>O1CCCC1>[Cl:12][C:7]1[C:6]([C:13]2[CH:18]=[CH:17][CH:16]=[CH:15][CH:14]=2)=[CH:5][C:4]2[C:9](=[CH:10][CH:11]=[C:2]([C:31]([C:28]3[CH:29]=[CH:30][C:25]([Cl:24])=[CH:26][CH:27]=3)([C:33]3[N:37]([CH3:38])[CH:36]=[N:35][CH:34]=3)[OH:32])[CH:3]=2)[N:8]=1. Reported procedure: To a 50-mL round-bottom flask containing a solution of 6-bromo-2-chloro-3-phenylquinoline (210 mg, 0.66 mmol, Intermediate 31: step b) in tetrahydrofuran (10 mL) was added 2.5 M n-BuLi in hexanes (0.29 mL, 0.72 mmol) dropwise with stirring at −78° C. After 45 minutes at −78° C., a solution of (4-chlorophenyl)(1-methyl-1H-imidazol-5-yl)methanone (132 mg, 0.60 mmol, Intermediate 8: step b) in tetrahydrofuran (2 mL) was added dropwise. The resulting solution was stirred at −78° C. for an additional...